This data is from the Open Reaction Database (ORD), a public repository of structured organic reaction records. The task is: describe an organic reaction: reactants, conditions, products, and yield Reaction SMILES: P(Cl)(Cl)([Cl:3])=O.CN(C)C1C=CC=CC=1.[F:15][C:16]([F:29])([F:28])[C:17]1[NH:26][C:25](=O)[C:24]2[CH2:23][CH2:22][CH2:21][CH2:20][C:19]=2[N:18]=1.C(OCC)C>C1(C)C=CC=CC=1.O>[Cl:3][C:25]1[C:24]2[CH2:23][CH2:22][CH2:21][CH2:20][C:19]=2[N:18]=[C:17]([C:16]([F:29])([F:28])[F:15])[N:26]=1. Solvent: C1(=CC=CC=C1)C (toluene), O (water). Procedure: To a mixture of 6.0 mL of phosphorus oxychloride and 1.0 mL of dimethylaniline in 20 mL of toluene was added 3.0 g of 5,6,7,8-tetrahydro-2-trifluoromethyl-4-quinazolone. The resulting mixture was refluxed for 3 hours and then cooled to room temperature. The reaction mixture was poured into a ice cold mixture of diethyl ether and water. The organic layer was recovered washed with brine, dried over anhydrous magnesium sulfate, filtered and evaporated to yield the product as a brown solid (3.46 g). Starting materials: P(=O)(Cl)(Cl)Cl (phosphorus oxychloride), CN(C1=CC=CC=C1)C (dimethylaniline), FC(C1=NC=2CCCCC2C(N1)=O)(F)F (5,6,7,8-tetrahydro-2-trifluoromethyl-4-quinazolone), ice, C(C)OCC (diethyl ether). The product is ClC1=NC(=NC=2CCCCC12)C(F)(F)F (4-chloro-5,6,7,8-tetrahydro-2-trifluoromethylquinazoline).